This data is from the Open Reaction Database (ORD), a public repository of structured organic reaction records. The task is: describe an organic reaction: reactants, conditions, products, and yield Procedure: 180 mg of 4-nitrophenyl chloroformate was dissolved in 3.0 ml of dichloromethane, and 140 mg of ethyl 3-aminopropanoate hydrochloride and 0.15 ml of pyridine were added, followed by overnight stirring at room temperature. Water was added to the reaction mixture, followed by extraction with chloroform. The organic layer was washed with aqueous saturated sodium chloride, dried over anhydrous sodium sulfate, filtered and then concentrated under a reduced pressure. By purifying the resulting residue... Run at time 8 hour. Reaction SMILES: [N+](C1C=CC([O:8][C:9]([NH:11][CH2:12][CH2:13][C:14]([O:16][CH2:17][CH3:18])=[O:15])=O)=CC=1)([O-])=O.[NH2:21][C:22]1[C:31](=[O:32])[C:30]2[C:25](=[CH:26][C:27]([NH:34][CH:35]3[CH2:40][CH2:39][CH2:38][CH2:37][CH2:36]3)=[C:28]([F:33])[CH:29]=2)[N:24]([CH:41]([CH2:44][CH3:45])[CH2:42][CH3:43])[CH:23]=1.N1C=CC=CC=1.O>ClCCl>[CH:35]1([NH:34][C:27]2[CH:26]=[C:25]3[C:30]([C:31](=[O:32])[C:22]([NH:21][C:9]([NH:11][CH2:12][CH2:13][C:14]([O:16][CH2:17][CH3:18])=[O:15])=[O:8])=[CH:23][N:24]3[CH:41]([CH2:44][CH3:45])[CH2:42][CH3:43])=[CH:29][C:28]=2[F:33])[CH2:40][CH2:39][CH2:38][CH2:37][CH2:36]1. The product is C1(CCCCC1)NC1=C(C=C2C(C(=CN(C2=C1)C(CC)CC)NC(=O)NCCC(=O)OCC)=O)F (ethyl 3-[({[7-(cyclohexylamino)-1-(1-ethylpropyl)-6-fluoro-4-oxo-1,4-dihydroquinolin-3-yl]amino}carbonyl)amino]propanoate). Isolated yield 38.6%. Reactants: O (Water), NC1=CN(C2=CC(=C(C=C2C1=O)F)NC1CCCCC1)C(CC)CC (3-amino-7-(cyclohexylamino)-1-(1-ethylpropyl)-6-fluoroquinolin-4(1H)-one), N1=CC=CC=C1 (pyridine), [N+](=O)([O-])C1=CC=C(OC(=O)NCCC(=O)OCC)C=C1 (ethyl 3-{[(4-nitrophenoxy)carbonyl]amino}propanoate). Run in ClCCl (dichloromethane).